Dataset: the Open Reaction Database (ORD), a public repository of structured organic reaction records. Task: describe an organic reaction: reactants, conditions, products, and yield Starting materials: C1CCOC1, CO, CC(C)(C)c1cc(N)nc(C(=O)N2CCOCC2)c1. Yields the product CC(C)(C)c1cc(N)nc(CN2CCOCC2)c1. RXN SMILES: [CH2:22]1[O:23][CH2:24][CH2:25][CH2:26]1.[CH3:20][OH:21].[NH2:1][c:2]1[cH:3][c:4]([C:16]([CH3:17])([CH3:18])[CH3:19])[cH:5][c:6]([C:8](=[O:9])[N:10]2[CH2:11][CH2:12][O:13][CH2:14][CH2:15]2)[n:7]1>>[NH2:1][c:2]1[cH:3][c:4]([C:16]([CH3:17])([CH3:18])[CH3:19])[cH:5][c:6]([CH2:8][N:10]2[CH2:11][CH2:12][O:13][CH2:14][CH2:15]2)[n:7]1. The reactants are OC1=C2C=CN=CC2=CC=C1 (5-hydroxyisoquinoline), COC=1C=C(C=C(C#N)C#N)C=CC1OC (3,4-dimethoxy benzylidenemalononitrile), N1CCCCC1 (piperidine). The solvent is C(C)O (ethanol). Yields the product NC1=C(C(C=2C(=C3C=CN=CC3=CC2)O1)C1=CC(=C(C=C1)OC)OC)C#N (2-amino-4-(3,4-dimethoxyphenyl)- 4H-pyrano[2,3-f] isoquinoline-3-carbonitrile). Reaction SMILES: [OH:1][C:2]1[CH:11]=[CH:10][CH:9]=[C:8]2[C:3]=1[CH:4]=[CH:5][N:6]=[CH:7]2.[CH3:12][O:13][C:14]1[CH:15]=[C:16]([CH:23]=[CH:24][C:25]=1[O:26][CH3:27])[CH:17]=[C:18]([C:21]#[N:22])[C:19]#[N:20].N1CCCCC1>C(O)C>[NH2:22][C:21]1[O:1][C:2]2=[C:3]3[C:8](=[CH:9][CH:10]=[C:11]2[CH:17]([C:16]2[CH:23]=[CH:24][C:25]([O:26][CH3:27])=[C:14]([O:13][CH3:12])[CH:15]=2)[C:18]=1[C:19]#[N:20])[CH:7]=[N:6][CH:5]=[CH:4]3. Procedure details: To a stirred suspension of 5-hydroxyisoquinoline (2.90 g) and 3,4-dimethoxy benzylidenemalononitrile (4.28 g) in ethanol (11 ml) was added dropwise piperidine (1.70 g). The suspension was then heated at reflux temperature for one hour forming a red solution. This was then allowed to cool to room temperature, depositing a brown solid. This was filtered off and washed with ethanol and ether and dried in vacuo at 60° C., yielding 2-amino-4-(3,4-dimethoxyphenyl)- 4H-pyrano[2,3-f] isoquinoline-3-carb... Starting materials: ClC1=CC=C2C(=CNC2=C1)C(C(F)(F)F)=O (1-(6-chloro-1H-indol-3-yl)-2,2,2-trifluoro-ethanone), [H-].[Na+] (NaH), CN(C)C=O (DMF), CN(C)CC(=O)Cl (dimethylamino-acetyl chloride). Conditions: time 30 minute. Yields the product ClC1=CC=C2C(=CN(C2=C1)CC(=O)N(C)C)C(C(F)(F)F)=O (2-[6-chloro-3-(2,2,2-trifluoro-acetyl)-indol-1-yl]-N,N-dimethyl-acetamide). Isolated yield 61.0%. As a reaction SMILES: [Cl:1][C:2]1[CH:10]=[C:9]2[C:5]([C:6]([C:11](=[O:16])[C:12]([F:15])([F:14])[F:13])=[CH:7][NH:8]2)=[CH:4][CH:3]=1.[H-].[Na+].[CH3:19][N:20]([CH2:22][C:23](Cl)=O)[CH3:21].CN(C=[O:30])C>>[Cl:1][C:2]1[CH:10]=[C:9]2[C:5]([C:6]([C:11](=[O:16])[C:12]([F:13])([F:14])[F:15])=[CH:7][N:8]2[CH2:23][C:22]([N:20]([CH3:21])[CH3:19])=[O:30])=[CH:4][CH:3]=1 |f:1.2|. Procedure details: To a stirred solution of 1-(6-chloro-1H-indol-3-yl)-2,2,2-trifluoro-ethanone (0.75 g) in 20 ml of DMF at 0° C., were added 128 mg (1.1 eq.) of NaH (60% in oil). The mixture was stirred for 30 min. and then 0.32 ml (1.1 eq.) of dimethylamino-acetyl chloride were added. The mixture was stirred an additional hour and then poured onto water and extracted with ethyl acetate. The combined organic phases were dried over Na2SO4 and concentrated in vacuo to afford 598 mg (61%) of 2-[6-chloro-3-(2,2,2-tri... The reactants are CO (methanol), B.CSC (Borane methyl sulfide), C1(OCCC2=CC=CC=C12)C(C(=O)N1CCN(CC1)C1=CC=C(C=C1)OCC)(C)C (2-(isochroman-1-yl)-1-[4-(4-ethoxyphenyl)piperazin-1-yl]-2-methylpropan-1-one), Cl.O (Hydrochloric acid water). Solvent: C1CCOC1 (THF). Product: O.Cl.Cl.C(C)OC1=CC=C(C=C1)N1CCN(CC1)CCC1OCCC2=CC=CC=C12 (1-(4-Ethoxyphenyl)-4-[2-(isochroman-1-yl)ethyl]piperazine dihydrochloride hydrate). Reaction SMILES: B.CSC.[CH:5]1([C:15](C)(C)[C:16]([N:18]2[CH2:23][CH2:22][N:21]([C:24]3[CH:29]=[CH:28][C:27]([O:30][CH2:31][CH3:32])=[CH:26][CH:25]=3)[CH2:20][CH2:19]2)=O)[C:14]2[C:9](=[CH:10][CH:11]=[CH:12][CH:13]=2)[CH2:8][CH2:7][O:6]1.[ClH:35].O.CO>C1COCC1>[OH2:6].[ClH:35].[ClH:35].[CH2:31]([O:30][C:27]1[CH:26]=[CH:25][C:24]([N:21]2[CH2:22][CH2:23][N:18]([CH2:16][CH2:15][CH:5]3[C:14]4[C:9](=[CH:10][CH:11]=[CH:12][CH:13]=4)[CH2:8][CH2:7][O:6]3)[CH2:19][CH2:20]2)=[CH:29][CH:28]=1)[CH3:32] |f:0.1,3.4,7.8.9.10|. Reported procedure: Borane-methyl sulfide (0.8 ml, 0.08 mol) is added to a mixture of 2-(isochroman-1-yl)-1-[4-(4-ethoxyphenyl)piperazin-1-yl]-2-methylpropan-1-one (LXXXII, 0.279 g, 0.73 mmol) in THF (5 ml). The mixture is heated at 76° for 3 hr, then cooled in an ice/water bath. Hydrochloric acid/water (10%, 0.95 ml) is added, followed by methanol. The mixture is concentrated and additional methanol is added and removed under reduced pressure. This is repeated two more times. The residue is partitioned between dic... Starting materials: solid, [BH3-]C#N.[Na+] (NaBH3CN), C([C@H]([C@H](CO)O)O)O (meso-erythritol), solid, [BH3-]C#N.[Na+] (NaBH3CN), solid, [BH3-]C#N.[Na+] (NaBH3CN), C[C@H]1[C@@H]([C@H]([C@H]([C@@H](O1)O[C@H]2C[C@H]([C@@]3([C@@H]4[C@@H](CC[C@@]3(C2)O)[C@]5(CC[C@@H]([C@]5(C[C@H]4O)C)C6=CC(=O)OC6)O)CO)O)O)O)O.O.O.O.O.O.O.O.O (ouabain octahydrate), NaIO4, OP(=O)([O-])[O-].[K+].[K+] (K2HPO4). Solvent: CC(=O)C (acetone), O (water). Run at temperature 0 celsius, time 2.5 hour. Yields the product C[C@H]1[C@@H]([C@H]([C@H]([C@@H](O1)O[C@H]2C[C@H]([C@@]3([C@@H]4[C@@H](CC[C@@]3(C2)O)[C@]5(CC[C@@H]([C@]5(C[C@H]4O)C)C6=CC(=O)OC6)O)CO)O)O)O)O (Ouabain). As a reaction SMILES: [CH3:1][C@@H:2]1[O:7][C@@H:6]([O:8][C@@H:9]2[CH2:18][C@:17]3([OH:19])[C@@:12]([CH2:36][OH:37])([C@H:13]4[C@H:26]([OH:27])[CH2:25][C@@:24]5([CH3:28])[C@:20]([OH:35])([CH2:21][CH2:22][C@@H:23]5[C:29]5[CH2:34][O:33][C:31](=[O:32])[CH:30]=5)[C@@H:14]4[CH2:15][CH2:16]3)[C@H:11]([OH:38])[CH2:10]2)[C@H:5]([OH:39])[C@H:4]([OH:40])[C@H:3]1[OH:41].O.O.O.O.O.O.O.O.OP([O-])([O-])=O.[K+].[K+].C(O)[C@@H](O)[C@@H](O)CO.[BH3-]C#N.[Na+]>O.CC(C)=O>[CH3:1][C@@H:2]1[O:7][C@@H:6]([O:8][C@@H:9]2[CH2:18][C@:17]3([OH:19])[C@@:12]([CH2:36][OH:37])([C@H:13]4[C@H:26]([OH:27])[CH2:25][C@@:24]5([CH3:28])[C@:20]([OH:35])([CH2:21][CH2:22][C@@H:23]5[C:29]5[CH2:34][O:33][C:31](=[O:32])[CH:30]=5)[C@@H:14]4[CH2:15][CH2:16]3)[C@H:11]([OH:38])[CH2:10]2)[C@H:5]([OH:39])[C@H:4]([OH:40])[C@H:3]1[OH:41] |f:0.1.2.3.4.5.6.7.8,9.10.11,13.14|. Procedure details: 0.5 g of ouabain octahydrate (0.68 mmol) was dissolved in 4.0 ml of water and 2.0 ml of acetone by gentle warming. At ambient temperature, 0.235 g of NaIO4 (1.1 mmol) was added in a single portion. A precipitate accumulated during this reaction. After 2.5 hr, 1.22 g of K2HPO4 (5.0 mmol) was added and the reaction was stirred overnight. Then, 85 mg of meso-erythritol (0.65 mmol) was added; the reaction left an additional 60 min; and the acetone removed on a rotary evaporator. The residue was take... Reactants: N[C@@H](CCCCN)C(=O)O (lysine), COS(=O)(=O)[O-].C(C)(C)(C)OC(=O)OC1=CC=C(C=C1)[S+](C)C (4-tert-butyloxycarbonyloxyphenyldimethylsulfonium methylsulfate), O (water). Conditions: temperature 20 celsius. Product: C(C)(C)(C)OC(=O)C(CCC[C@H](N)C(=O)O)N (ε-tert-butyloxycarbonyllysine). RXN SMILES: [NH2:1][C@H:2]([C:8]([OH:10])=[O:9])[CH2:3][CH2:4][CH2:5][CH2:6][NH2:7].[CH3:11][O:12]S([O-])(=O)=O.[C:17](OC(OC1C=CC([S+](C)C)=CC=1)=O)([CH3:20])([CH3:19])[CH3:18].[OH2:34]>>[C:17]([O:9][C:8]([CH:2]([NH2:1])[CH2:3][CH2:4][CH2:5][C@@H:6]([C:11]([OH:12])=[O:34])[NH2:7])=[O:10])([CH3:20])([CH3:19])[CH3:18] |f:1.2|. Procedure: A pH electrode was put in a solution of 14.6 g of lysine was dissolved in 100 ml of water, and 55 g (1.5 mol equivalent against lysine) of 4-tert-butyloxycarbonyloxyphenyldimethylsulfonium methylsulfate was added thereto under stirring at 20° C. The reaction was carried out at pH 8.0 according to the method of Working Example 10 to afford 17.7 g (72% of the theoretical value) of the desired product.